From a dataset of the Open Reaction Database (ORD), a public repository of structured organic reaction records. describe an organic reaction: reactants, conditions, products, and yield Starting materials: Cn1cnc(-c2ccccc2)c1-c1cc2c(N)ncnc2s1, CC(=O)OC(C)=O, CCN(C(C)C)C(C)C, O. Yields the product CC(=O)Nc1ncnc2sc(-c3c(-c4ccccc4)ncn3C)cc12. Reaction SMILES: [CH3:1][n:2]1[cH:3][n:4][c:5](-[c:17]2[cH:18][cH:19][cH:20][cH:21][cH:22]2)[c:6]1-[c:7]1[cH:8][c:9]2[c:10]([n:11][cH:12][n:13][c:14]2[NH2:15])[s:16]1.[CH3:32][C:33](=[O:34])[O:35][C:36](=[O:37])[CH3:38].[CH:23]([N:24]([CH2:25][CH3:26])[CH:27]([CH3:28])[CH3:29])([CH3:30])[CH3:31].[OH2:39]>>[CH3:1][n:2]1[cH:3][n:4][c:5](-[c:17]2[cH:18][cH:19][cH:20][cH:21][cH:22]2)[c:6]1-[c:7]1[cH:8][c:9]2[c:10]([n:11][cH:12][n:13][c:14]2[NH:15][C:33]([CH3:32])=[O:34])[s:16]1. The reactants are ClCC1=NC2=CC(=C(C=C2C(=N1)C1=CC(=C(C=C1)OC)OC)OC)OC (2-chloromethyl-4-(3,4-dimethoxyphenyl)-6,7-dimethoxyquinazoline), N1CCCCC1 (piperidine), C(C)O (ethanol). The solvent is ClCCl (dichloromethane). The product is COC=1C=C(C=CC1OC)C1=NC(=NC2=CC(=C(C=C12)OC)OC)CN1CCCCC1 (4-(3,4-dimethoxyphenyl)-6,7-dimethoxy-2-piperidinomethylquinazoline). The yield is 64.6%. Reaction SMILES: Cl[CH2:2][C:3]1[N:12]=[C:11]([C:13]2[CH:18]=[CH:17][C:16]([O:19][CH3:20])=[C:15]([O:21][CH3:22])[CH:14]=2)[C:10]2[C:5](=[CH:6][C:7]([O:25][CH3:26])=[C:8]([O:23][CH3:24])[CH:9]=2)[N:4]=1.[NH:27]1[CH2:32][CH2:31][CH2:30][CH2:29][CH2:28]1.C(O)C>ClCCl>[CH3:22][O:21][C:15]1[CH:14]=[C:13]([C:11]2[C:10]3[C:5](=[CH:6][C:7]([O:25][CH3:26])=[C:8]([O:23][CH3:24])[CH:9]=3)[N:4]=[C:3]([CH2:2][N:27]3[CH2:32][CH2:31][CH2:30][CH2:29][CH2:28]3)[N:12]=2)[CH:18]=[CH:17][C:16]=1[O:19][CH3:20]. Procedure details: A mixture of 2-chloromethyl-4-(3,4-dimethoxyphenyl)-6,7-dimethoxyquinazoline (2.0 g), piperidine (2.27 g) and ethanol (40 ml)--dichloromethane (10 ml) was stirred at room temperature for 3 days. The reaction mixture was concentrated under reduced pressure, and dichloromethane (50 ml) was added to the residue. The dichloromethane layer was washed with water and dried over magnesium sulfate, and the solvent was evaporated. The residue was subjected to column chromatography on silica gel. The fract... The reactants are [N+](=O)([O-])C=1C=C2C=CNC2=CC1 (5-nitroindole), ClCCCl (1,2-dichloroethane), O (water). Product: [N+](=O)([O-])C=1C=C2C(=CNC2=CC1)C=O (5-nitro-3-indolealdehyde). The yield is 80.0%. Reaction SMILES: [N+:1]([C:4]1[CH:5]=[C:6]2[C:10](=[CH:11][CH:12]=1)[NH:9][CH:8]=C2)([O-:3])=[O:2].[OH2:13].Cl[CH2:15][CH2:16]Cl>>[N+:1]([C:4]1[CH:5]=[C:6]2[C:10](=[CH:11][CH:12]=1)[NH:9][CH:8]=[C:15]2[CH:16]=[O:13])([O-:3])=[O:2]. Reported procedure: Then a solution of 5-nitroindole (1.62 g, 0.01 mol) in 1,2-dichloroethane (50 ml) was added and the mixture heated to reflux for 3 h. After cooling the mixture was poured onto iced water, the precipitate filtered off and washed with water. Thereupon the residue was chromatographed over silica gel using benzene/ethylacetate as eluant. Thus pure title compound was obtained in 80% yield (1.52 g). The reactants are C(C)(=O)SC[C@@H]1CN(CCN1C[C@H](C=1C(=C2COC(C2=CC1)=O)C)O)C(=O)OC(C)(C)C ((S)-tert-butyl 3-(acetylthiomethyl)-4-((S)-2-hydroxy-2-(4-methyl-1-oxo-1,3-dihydroisobenzofuran-5-yl)ethyl)piperazine-1-carboxylate), CC1=C2COC(C2=CC=C1[C@H]1CN2[C@H](CS1)CN(CC2)C(=O)OC(C)(C)C)=O ((3S,9aS)-tert-butyl 3-(4-methyl-1-oxo-1,3-dihydroisobenzofuran-5-yl)hexahydropyrazino[2,1-c][1,4]thiazine-8(1H)-carboxylate). Yields the product CC1=C2COC(C2=CC=C1[C@@H]1CN2[C@H](CS1)CN(CC2)C(=O)OC(C)(C)C)=O ((3R,9aS)-tert-butyl 3-(4-methyl-1-oxo-1,3-dihydroisobenzofuran-5-yl)hexahydropyrazino[2,1-c][1,4]thiazine-8(1H)-carboxylate). Reaction SMILES: C([S:4][CH2:5][C@H:6]1[N:11]([CH2:12][C@@H:13](O)[C:14]2[C:15]([CH3:24])=[C:16]3[C:20](=[CH:21][CH:22]=2)[C:19](=[O:23])[O:18][CH2:17]3)[CH2:10][CH2:9][N:8]([C:26]([O:28][C:29]([CH3:32])([CH3:31])[CH3:30])=[O:27])[CH2:7]1)(=O)C.CC1C([C@@H]2SC[C@@H]3CN(C(OC(C)(C)C)=O)CCN3C2)=CC=C2C=1COC2=O>>[CH3:24][C:15]1[C:14]([C@H:13]2[S:4][CH2:5][C@@H:6]3[CH2:7][N:8]([C:26]([O:28][C:29]([CH3:32])([CH3:31])[CH3:30])=[O:27])[CH2:9][CH2:10][N:11]3[CH2:12]2)=[CH:22][CH:21]=[C:20]2[C:16]=1[CH2:17][O:18][C:19]2=[O:23]. Procedure: Synthesis from (S)-tert-butyl 3-(acetylthiomethyl)-4-((S)-2-hydroxy-2-(4-methyl-1-oxo-1,3-dihydroisobenzofuran-5-yl)ethyl)piperazine-1-carboxylate is analagous to that for the synthesis of (3S,9aS)-tert-butyl 3-(4-methyl-1-oxo-1,3-dihydroisobenzofuran-5-yl)hexahydropyrazino[2,1-c][1,4]thiazine-8(1H)-carboxylate: 1H NMR (500 MHz, CDCl3) δ 7.78 (d, J=8.0 Hz, 1H), 7.61 (d, J=8.0 Hz, 1H), 5.28 (s, 2H), 4.41 (dd, J=2.2, 10.9 Hz, 1H), 4.04 (bm, 2H), 2.93-3.15 (m, 2H), 2.53-2.88 (m, 5H), 2.33-2.45 (m, ... Starting materials: N[C@@H](C(O)(C1=C(C=CC=C1)OC)C1=C(C=CC=C1)OC)CC1=CC=CC=C1 ((R)-2-amino-1,1-di(2-methoxyphenyl)-3-phenyl-1-propanol), C(Cl)(Cl)Cl (chloroform). Reagents/catalysts: [Cu] (copper). Solvent: CO (methanol), CO (methanol). Reaction conditions: time 1 hour. The product is C(C=1C(O)=CC=CC1)=N[C@@H](C(O)(C1=C(C=CC=C1)OC)C1=C(C=CC=C1)OC)CC1=CC=CC=C1 ((R)-N-salicylidene-2-amino-1,1-di(2-methoxyphenyl)-3-phenyl-1-propanol). Reaction SMILES: [NH2:1][C@H:2]([CH2:21][C:22]1[CH:27]=[CH:26][CH:25]=[CH:24][CH:23]=1)[C:3]([C:13]1[CH:18]=[CH:17][CH:16]=[CH:15][C:14]=1[O:19][CH3:20])([C:5]1[CH:10]=[CH:9][CH:8]=[CH:7][C:6]=1[O:11][CH3:12])[OH:4].C(Cl)(Cl)Cl>[Cu].CO>[CH:3](=[N:1][C@H:2]([CH2:21][C:22]1[CH:23]=[CH:24][CH:25]=[CH:26][CH:27]=1)[C:3]([C:5]1[CH:10]=[CH:9][CH:8]=[CH:7][C:6]=1[O:11][CH3:12])([C:13]1[CH:18]=[CH:17][CH:16]=[CH:15][C:14]=1[O:19][CH3:20])[OH:4])[C:5]1[C:6](=[CH:7][CH:8]=[CH:9][CH:10]=1)[OH:11]. Reported procedure: To a suspension of 0.43 g. (1.4 millimols) of bis (salicylaldehydate) copper in 10 ml. methanol was added dropwise a solution of 1.1 g. (3.0 millimols) of (R)-2-amino-1,1-di(2-methoxyphenyl)-3-phenyl-1-propanol {[α]D +42.3° (c 1.1, chloroform)} in 10 ml. of methanol. The addition was carried out under thorough stirring at room temperature. The period of the addition was one hour and the reaction mixture was stirred for another one hour. The resulting solids were collected by filtration, washed w...